Task: describe an organic reaction: reactants, conditions, products, and yield. Dataset: the Open Reaction Database (ORD), a public repository of structured organic reaction records Starting materials: CCO, O=Cc1cccc(C(F)(F)F)c1, O, NNC(=O)c1ccccc1-c1ccccc1. Product: O=C(NN=Cc1cccc(C(F)(F)F)c1)c1ccccc1-c1ccccc1. RXN SMILES: [CH3:30][CH2:31][OH:32].[F:17][C:18]([c:19]1[cH:20][c:21]([CH:22]=[O:23])[cH:24][cH:25][cH:26]1)([F:27])[F:28].[OH2:29].[c:1]1(-[c:11]2[cH:12][cH:13][cH:14][cH:15][cH:16]2)[c:2]([C:7](=[O:8])[NH:9][NH2:10])[cH:3][cH:4][cH:5][cH:6]1>>[c:1]1(-[c:11]2[cH:12][cH:13][cH:14][cH:15][cH:16]2)[c:2]([C:7](=[O:8])[NH:9][N:10]=[CH:22][c:21]2[cH:20][c:19]([C:18]([F:17])([F:27])[F:28])[cH:26][cH:25][cH:24]2)[cH:3][cH:4][cH:5][cH:6]1.